Dataset: the Open Reaction Database (ORD), a public repository of structured organic reaction records. Task: describe an organic reaction: reactants, conditions, products, and yield The reactants are Cl, O=C(O)c1ccc(COc2cc(-c3ccc(OC(F)(F)F)cc3)cc3ccccc23)cc1, CC(C)(C)OC(=O)CCN, CN(C)C=O. Product: CC(C)(C)OC(=O)CCNC(=O)c1ccc(COc2cc(-c3ccc(OC(F)(F)F)cc3)cc3ccccc23)cc1. RXN SMILES: [ClH:33].[F:1][C:2]([O:3][c:4]1[cH:5][cH:6][c:7](-[c:10]2[cH:11][c:12]([O:20][CH2:21][c:22]3[cH:23][cH:24][c:25]([C:26](=[O:27])[OH:28])[cH:29][cH:30]3)[c:13]3[cH:14][cH:15][cH:16][cH:17][c:18]3[cH:19]2)[cH:8][cH:9]1)([F:31])[F:32].[NH2:34][CH2:35][CH2:36][C:37](=[O:38])[O:39][C:40]([CH3:41])([CH3:42])[CH3:43].[O:44]=[CH:45][N:46]([CH3:47])[CH3:48]>>[F:1][C:2]([O:3][c:4]1[cH:5][cH:6][c:7](-[c:10]2[cH:11][c:12]([O:20][CH2:21][c:22]3[cH:23][cH:24][c:25]([C:26](=[O:27])[NH:34][CH2:35][CH2:36][C:37](=[O:38])[O:39][C:40]([CH3:41])([CH3:42])[CH3:43])[cH:29][cH:30]3)[c:13]3[cH:14][cH:15][cH:16][cH:17][c:18]3[cH:19]2)[cH:8][cH:9]1)([F:31])[F:32].